From a dataset of the Open Reaction Database (ORD), a public repository of structured organic reaction records. describe an organic reaction: reactants, conditions, products, and yield The reactants are C1(CCCCCC1)O (cycloheptanol), SCC(=O)O (mercaptoacetic acid), C1(=CC=C(C=C1)S(=O)(=O)O)C (paratoluene sulfonic acid). Yields the product SCC(=O)OC1CCCCCC1 (CYCLOHEPTYL MERCAPTOACETATE). RXN SMILES: [CH:1]1([OH:8])[CH2:7][CH2:6][CH2:5][CH2:4][CH2:3][CH2:2]1.[SH:9][CH2:10][C:11](O)=[O:12].C1(C)C=CC(S(O)(=O)=O)=CC=1>>[SH:9][CH2:10][C:11]([O:8][CH:1]1[CH2:7][CH2:6][CH2:5][CH2:4][CH2:3][CH2:2]1)=[O:12]. Reported procedure: Into a 100 ml reaction flask equipped with stirrer, thermometer, reflux condenser and heating mantle are placed 28.5 grams of cycloheptanol; 9.2 grams of mercaptoacetic acid and 0.5 grams of paratoluene sulfonic acid. The reaction mass is heated to reflux and refluxed for a period of 10 hours. At the end of the 10 hour period, the reaction mass is washed with one 25 ml volume of water followed by drying over anhydrous sodium sulfate. The reaction mass is then distilled in a micro distillation ap...